From a dataset of the Open Reaction Database (ORD), a public repository of structured organic reaction records. describe an organic reaction: reactants, conditions, products, and yield Starting materials: C(C)OP(=O)(OCC)CCOCCOCCNC([C@H](C)NC(OC(C)(C)C)=O)=O ((S)-tert-butyl (1-((2-(2-(2-(diethoxyphosphoryl)ethoxy)ethoxy)ethyl)amino)-1-oxopropan-2-yl)carbamate). The solvent is Cl.O1CCOCC1 (HCl dioxane). Procedure: A solution of (S)-tert-butyl (1-((2-(2-(2-(diethoxyphosphoryl)ethoxy)ethoxy)ethyl)amino)-1-oxopropan-2-yl)carbamate (1 eq) in 4N HCl/dioxane (0.4 M) was stirred at 25° C. for 1 hour. The reaction mixture was concentrated en vaccuo to give the title product as a colorless viscous oil. As a reaction SMILES: [CH2:1]([O:3][P:4]([CH2:9][CH2:10][O:11][CH2:12][CH2:13][O:14][CH2:15][CH2:16][NH:17][C:18](=[O:29])[C@@H:19]([NH:21]C(=O)OC(C)(C)C)[CH3:20])([O:6][CH2:7][CH3:8])=[O:5])[CH3:2]>Cl.O1CCOCC1>[NH2:21][C@@H:19]([CH3:20])[C:18]([NH:17][CH2:16][CH2:15][O:14][CH2:13][CH2:12][O:11][CH2:10][CH2:9][P:4](=[O:5])([O:3][CH2:1][CH3:2])[O:6][CH2:7][CH3:8])=[O:29] |f:1.2|. The product is N[C@H](C(=O)NCCOCCOCCP(OCC)(OCC)=O)C ((S)-diethyl (2-(2-(2-(2-aminopropanamido)ethoxy)ethoxy)ethyl)phosphonate). Reactants: FCC(=C(F)F)C(F)F (2-fluoromethyl-1,1,3,3-tetrafluoro-1-propene), S(O)(O)(=O)=O (sulfuric acid). Solvent: O (water). The product is FCC(C(F)F)(C(F)F)O (2-fluoromethyl-1,1,3,3-tetrafluoro-2-propanol). RXN SMILES: [F:1][CH2:2][C:3]([CH:7]([F:9])[F:8])=[C:4]([F:6])[F:5].S(=O)(=O)(O)[OH:11]>O>[F:1][CH2:2][C:3]([OH:11])([CH:7]([F:9])[F:8])[CH:4]([F:6])[F:5]. Procedure: As another example, 2-fluoromethyl-1,1,3,3-tetrafluoro-2-propanol may be prepared by fluorinating commercially available 1,1,3-trichloro-2-propanone to form 1,1,3-trifluoro-2-propanone which may then be reacted with CF2 carbene to form 2-fluoromethyl-1,1,3,3-tetrafluoro-1-propene. The 2-fluoromethyl-1,1,3,3-tetrafluoro-1-propene may then be reacted with sulfuric acid and then water to form 2-fluoromethyl-1,1,3,3-tetrafluoro-2-propanol. Starting materials: COC1(C(CCCC1)CN(C)C)C1=CC=CC=C1 ((+/−)-(2-Methoxy-2-phenyl-cyclohexylmethyl)-dimethyl-amine), Cl (HCl). The solvent is CC(C)(C)OC (MTBE). Reaction conditions: time 1 hour. The product is Cl.COC1(C(CCCC1)CN(C)C)C1=CC=CC=C1 ((+/−)-(2-Methoxy-2-phenyl-cyclohexylmethyl)-dimethyl-amine HCl), Cl (HCl). The yield is 754.2%. Reaction SMILES: [CH3:1][O:2][C:3]1([C:13]2[CH:18]=[CH:17][CH:16]=[CH:15][CH:14]=2)[CH2:8][CH2:7][CH2:6][CH2:5][CH:4]1[CH2:9][N:10]([CH3:12])[CH3:11].[ClH:19]>CC(OC)(C)C>[ClH:19].[CH3:1][O:2][C:3]1([C:13]2[CH:14]=[CH:15][CH:16]=[CH:17][CH:18]=2)[CH2:8][CH2:7][CH2:6][CH2:5][CH:4]1[CH2:9][N:10]([CH3:12])[CH3:11].[ClH:19] |f:3.4|. Reported procedure: The HCl salt was prepared as follows. To a 50 mL RBF under argon was charged with (+/−)-(2-Methoxy-2-phenyl-cyclohexylmethyl)-dimethyl-amine (0.251 g, 1.01 mmol). To the flask was added 5 mL of dry MTBE. 2N HCl (0.80 mL, 1.60 mmol) was added dropwise at room temperature. After stirring for 1 hour at room temperature, the white precipitate was filtered in vacuo to provide 0.22 g (77%) of HCl salt. 1H NMR (CDCl3) 1.45-1.97 (m, 7H), 2.10 (s, 3H), 2.14 (m, 1H), 2.38 (d, J=11.3 Hz, 1H), 2.54 (s, 3H),... The reactants are C(C)(C)(C)OC(NC1=C(C=C(C=C1)C1=CC(=CC=C1)F)NC(CC(=O)C1=CC(=CC=C1)C#N)=O)=O ({3-[3-(3-cyano-phenyl)-3-oxo-propionylamino]-3′-fluoro-biphenyl-4-yl}-carbamic acid tert.-butyl ester), C(=O)(C(F)(F)F)O (TFA). Run in C(Cl)Cl (CH2Cl2). Yields the product FC=1C=C(C=CC1)C1=CC2=C(N=C(CC(N2)=O)C=2C=C(C#N)C=CC2)C=C1 (3-[7-(3-Fluoro-phenyl)-4-oxo-4,5-dihydro-3H-benzo[b][1,4]diazepin-2-yl]-benzonitrile). RXN SMILES: C(OC(=O)[NH:7][C:8]1[CH:13]=[CH:12][C:11]([C:14]2[CH:19]=[CH:18][CH:17]=[C:16]([F:20])[CH:15]=2)=[CH:10][C:9]=1[NH:21][C:22](=[O:34])[CH2:23][C:24]([C:26]1[CH:31]=[CH:30][CH:29]=[C:28]([C:32]#[N:33])[CH:27]=1)=O)(C)(C)C.C(O)(C(F)(F)F)=O>C(Cl)Cl>[F:20][C:16]1[CH:15]=[C:14]([C:11]2[CH:12]=[CH:13][C:8]3[N:7]=[C:24]([C:26]4[CH:27]=[C:28]([CH:29]=[CH:30][CH:31]=4)[C:32]#[N:33])[CH2:23][C:22](=[O:34])[NH:21][C:9]=3[CH:10]=2)[CH:19]=[CH:18][CH:17]=1. Procedure: Prepared from {3-[3-(3-cyano-phenyl)-3-oxo-propionylamino]-3′-fluoro-biphenyl-4-yl}-carbamic acid tert.-butyl ester (Example K65) by treatment with TFA in CH2Cl2 according to the general procedure M. Obtained as a yellow solid (57 mg). Reactants: C(C)OC(C1=C(C=CC(=C1)Cl)[N+](=O)[O-])=O (5-chloro-2-nitrobenzoic acid ethyl ester), C(C1=CC=CC=C1)OC(CC(=O)OCC1=CC=CC=C1)=O (malonic acid dibenzyl ester). Product: C(C1=CC=CC=C1)OC(C(C(=O)OCC1=CC=CC=C1)C1=CC(=C(C=C1)[N+](=O)[O-])C(=O)OCC)=O (3-Ethoxycarbonyl-4-nitrophenylmalonic acid dibenzyl ester). As a reaction SMILES: [CH2:1]([O:3][C:4](=[O:15])[C:5]1[CH:10]=[C:9](Cl)[CH:8]=[CH:7][C:6]=1[N+:12]([O-:14])=[O:13])[CH3:2].[CH2:16]([O:23][C:24](=[O:36])[CH2:25][C:26]([O:28][CH2:29][C:30]1[CH:35]=[CH:34][CH:33]=[CH:32][CH:31]=1)=[O:27])[C:17]1[CH:22]=[CH:21][CH:20]=[CH:19][CH:18]=1>>[CH2:29]([O:28][C:26](=[O:27])[CH:25]([C:9]1[CH:8]=[CH:7][C:6]([N+:12]([O-:14])=[O:13])=[C:5]([C:4]([O:3][CH2:1][CH3:2])=[O:15])[CH:10]=1)[C:24]([O:23][CH2:16][C:17]1[CH:22]=[CH:21][CH:20]=[CH:19][CH:18]=1)=[O:36])[C:30]1[CH:31]=[CH:32][CH:33]=[CH:34][CH:35]=1. Procedure details: The 5-chloro-2-nitrobenzoic acid ethyl ester (4.40 g) obtained in Example 9-4b) and malonic acid dibenzyl ester were subjected to reactions similar to those in Example 1-3a) to give the title compound (4.61 g).